This data is from the Open Reaction Database (ORD), a public repository of structured organic reaction records. The task is: describe an organic reaction: reactants, conditions, products, and yield Reactants: [C-]#N, CCO, Cc1cc(Cl)ccc1CCl, [K+]. Yields the product Cc1cc(Cl)ccc1CC#N. RXN SMILES: [C-:11]#[N:12].[CH3:14][CH2:15][OH:16].[Cl:1][c:2]1[cH:3][c:4]([CH3:10])[c:5]([CH2:6][Cl:7])[cH:8][cH:9]1.[K+:13]>>[Cl:1][c:2]1[cH:3][c:4]([CH3:10])[c:5]([CH2:6][C:11]#[N:12])[cH:8][cH:9]1. The reactants are Cc1cc(Oc2ccc(NC(=O)Nc3cc(C(C)(C)C)nn3-c3cccc(C(=O)O)c3)c(F)c2)ccn1, C1CCOC1, CC1(C)OCC(CN)O1, CCN=C=NCCCN(C)C, CN(C)c1ccncc1, CCOC(C)=O, ClCCl, Cl, O, On1nnc2ccccc21. Yields the product Cc1cc(Oc2ccc(NC(=O)Nc3cc(C(C)(C)C)nn3-c3cccc(C(=O)NCC4COC(C)(C)O4)c3)c(F)c2)ccn1. As a reaction SMILES: [C:1]([CH3:2])([CH3:3])([CH3:4])[c:5]1[n:6][n:7](-[c:29]2[cH:30][c:31]([C:32](=[O:33])[OH:34])[cH:35][cH:36][cH:37]2)[c:8]([NH:10][C:11](=[O:12])[NH:13][c:14]2[c:15]([F:28])[cH:16][c:17]([O:20][c:21]3[cH:22][c:23]([CH3:27])[n:24][cH:25][cH:26]3)[cH:18][cH:19]2)[cH:9]1.[CH2:78]1[O:79][CH2:80][CH2:81][CH2:82]1.[CH3:38][C:39]1([CH3:46])[O:40][CH2:41][CH:42]([CH2:44][NH2:45])[O:43]1.[CH3:48][N:49]([CH3:50])[CH2:51][CH2:52][CH2:53][N:54]=[C:55]=[N:56][CH2:57][CH3:58].[CH3:69][N:70]([CH3:71])[c:72]1[cH:73][cH:74][n:75][cH:76][cH:77]1.[CH3:87][CH2:88][O:89][C:90](=[O:91])[CH3:92].[Cl:83][CH2:84][Cl:85].[ClH:47].[OH2:86].[OH:59][n:60]1[c:61]2[cH:62][cH:63][cH:64][cH:65][c:66]2[n:67][n:68]1>>[C:1]([CH3:2])([CH3:3])([CH3:4])[c:5]1[n:6][n:7](-[c:29]2[cH:30][c:31]([C:32](=[O:34])[NH:45][CH2:44][CH:42]3[CH2:41][O:40][C:39]([CH3:38])([CH3:46])[O:43]3)[cH:35][cH:36][cH:37]2)[c:8]([NH:10][C:11](=[O:12])[NH:13][c:14]2[c:15]([F:28])[cH:16][c:17]([O:20][c:21]3[cH:22][c:23]([CH3:27])[n:24][cH:25][cH:26]3)[cH:18][cH:19]2)[cH:9]1. The reactants are CN(C=NS(=O)(=O)C1=CC=2C(=C[N+](=CC2)[O-])S1)C (N,N-dimethyl-N'-(6-oxido-thieno[2,3-c]pyridine-2-sulfonyl)formamidine), C(C)(=O)OC(C)=O (acetic anhydride), ice water. Reaction conditions: temperature 120 celsius, time 0.5 hour. Yields the product CN(C=NS(=O)(=O)C1=CC=2C(=C(N=CC2)OC(C)=O)S1)C (N,N-Dimethyl-N'-(7-acetoxythieno[2,3-c]pyridine-2-sulfonyl)formamidine). Yield: 50.0%. As a reaction SMILES: [CH3:1][N:2]([CH3:18])[CH:3]=[N:4][S:5]([C:8]1[S:17][C:11]2=[CH:12][N+:13]([O-])=[CH:14][CH:15]=[C:10]2[CH:9]=1)(=[O:7])=[O:6].[C:19]([O:22]C(=O)C)(=[O:21])[CH3:20]>>[CH3:1][N:2]([CH3:18])[CH:3]=[N:4][S:5]([C:8]1[S:17][C:11]2=[C:12]([O:22][C:19](=[O:21])[CH3:20])[N:13]=[CH:14][CH:15]=[C:10]2[CH:9]=1)(=[O:7])=[O:6]. Procedure: A mixture of N,N-dimethyl-N'-(6-oxido-thieno[2,3-c]pyridine-2-sulfonyl)formamidine (3.5 g, 12.3 mmol) in acetic anhydride (20 ml), under a nitrogen atmosphere, was heated at 120° C. for 3 hours. The dark solution was poured into ice/water and stirred for 1/2 hour. The product was extracted into methylene chloride, washed with sodium carbonate solution, dried over anhydrous sodium sulfate and evaporated to give 4.77 g of crude product. This residue was triturated with methylene chloride/diethyl e... Starting materials: [H-].[Na+] (sodium hydride), [H][H] (hydrogen), C(C#C)O (2-propynol), ClC1=CC(=NC(=N1)C(C)C)CCl (6-chloro-4-chloromethyl-2-isopropyl-pyrimidine), [H-].[Na+] (NaH), [H-].[Na+] (sodium hydride). The solvent is O1CCCC1 (tetrahydrofuran), O1CCCC1 (tetrahydrofuran), CCCCC (n-pentane). The product is ClCC1=NC(=NC(=C1)OCC#C)C(C)C (4-chloromethyl-2-isopropyl-6-(2-propynyloxy)-pyrimidine). RXN SMILES: [H-].[Na+].[CH2:3]([OH:6])[C:4]#[CH:5].[H][H].Cl[C:10]1[N:15]=[C:14]([CH:16]([CH3:18])[CH3:17])[N:13]=[C:12]([CH2:19][Cl:20])[CH:11]=1>CCCCC.O1CCCC1>[Cl:20][CH2:19][C:12]1[CH:11]=[C:10]([O:6][CH2:3][C:4]#[CH:5])[N:15]=[C:14]([CH:16]([CH3:18])[CH3:17])[N:13]=1 |f:0.1|. Procedure details: 21.5 g of 50% sodium hydride dispersion in oil (0.45 mol of NaH) are suspended briefly in 200 ml of absolute n-pentane under nitrogen. The sodium hydride is then liberated from the oil by decantation and covered with 400 ml of dry tetrahydrofuran. 25.4 ml (0.43 mol) of 2-propynol are then introduced while stirring well, the temperature of the mixture rising to 40° C. After completion of the hydrogen evolution the mixture is cooled to 0° C. and a solution of 6-chloro-4-chloromethyl-2-isopropyl-py... Reactants: CC(=C)C1=CC=CC=C1 (alpha-methylstyrene), C(C)(C)(CC)OO (t-amyl hydroperoxide), C1(=CC=CC=C1)O (phenol), t-cumyl chloride, 31. Solvent: O (water). Run at temperature 25 celsius. The product is C(C)(C)(CC)OOC(C)(C)C1=CC=CC=C1 (cumyl t-amyl peroxide). Yield: 60.5%. As a reaction SMILES: [CH3:1][C:2]([C:4]1[CH:9]=[CH:8][CH:7]=[CH:6][CH:5]=1)=[CH2:3].[C:10]([O:15][OH:16])([CH2:13][CH3:14])([CH3:12])[CH3:11].C1(O)C=CC=CC=1>O>[C:10]([O:15][O:16][C:2]([C:4]1[CH:9]=[CH:8][CH:7]=[CH:6][CH:5]=1)([CH3:1])[CH3:3])([CH2:13][CH3:14])([CH3:12])[CH3:11]. Procedure: Into the 200 ml jacketed reactor described in Example II were added 15.0 grams (0.127 m) alpha-methylstyrene, 15.5 grams (0.1 m) 67.3% t-amyl hydroperoxide and 3.8 grams (0.041 m) phenol. The mixture was stirred to obtain a clear solution and the temperature was adjusted to 20° C. by pumping cool water through the reactor jacket. To this solution was added 1.4 grams (0.009 m) of t-cumyl chloride from the addition funnel over 10 minutes while holding the temperature at 21°-22° C. The reaction was...